Dataset: the Open Reaction Database (ORD), a public repository of structured organic reaction records. Task: describe an organic reaction: reactants, conditions, products, and yield Starting materials: Cl (HCl), C(C)(C)(C)OC(=O)N1CC(C1)C1=CC(=C(C(=C1)Cl)C=1SC=2C(=NC=CC2N1)NC1=NC=NC(=C1)C)Cl (3-{3,5-dichloro-4-[4-(6-methylpyrimidin-4-ylamino)thiazolo[5,4-c]pyridin-2-yl]-phenyl}-azetidine-1-carboxylic acid tert-butyl ester). Conditions: temperature 40 celsius. Product: N1CC(C1)C1=CC(=C(C(=C1)Cl)C=1SC=2C(=NC=CC2N1)NC1=NC=NC(=C1)C)Cl ([2-(4-Azetidin-3-yl-2,6-dichlorophenyl)thiazolo[5,4-c]pyridin-4-yl]-(6-methylpyrimidin-4-yl)-amine). The yield is 39.6%. Reaction SMILES: Cl.C(OC([N:9]1[CH2:12][CH:11]([C:13]2[CH:18]=[C:17]([Cl:19])[C:16]([C:20]3[S:21][C:22]4[C:23]([NH:29][C:30]5[CH:35]=[C:34]([CH3:36])[N:33]=[CH:32][N:31]=5)=[N:24][CH:25]=[CH:26][C:27]=4[N:28]=3)=[C:15]([Cl:37])[CH:14]=2)[CH2:10]1)=O)(C)(C)C>>[NH:9]1[CH2:10][CH:11]([C:13]2[CH:18]=[C:17]([Cl:19])[C:16]([C:20]3[S:21][C:22]4[C:23]([NH:29][C:30]5[CH:35]=[C:34]([CH3:36])[N:33]=[CH:32][N:31]=5)=[N:24][CH:25]=[CH:26][C:27]=4[N:28]=3)=[C:15]([Cl:37])[CH:14]=2)[CH2:12]1. Procedure: HCl (4N in dioxane, 5 mL) was added to 3-{3,5-dichloro-4-[4-(6-methylpyrimidin-4-ylamino)thiazolo[5,4-c]pyridin-2-yl]-phenyl}-azetidine-1-carboxylic acid tert-butyl ester (0.062 g, 0.114 mmol). The suspension was heated at 40° C. for 1 hour and then cooled to room temperature. The volatiles were removed under reduced pressure and the resultant residue was triturated with a mixture of EtOAc/DCM and then purified by column chromatography on silica gel eluting with 0-5% 2N NH3/MeOH in DCM to afford...